Dataset: the Open Reaction Database (ORD), a public repository of structured organic reaction records. Task: describe an organic reaction: reactants, conditions, products, and yield The reactants are O (water), C(C=C)N (allylamine), C([O-])(O)=O.[Na+] (sodium bicarbonate), BrC(C(=O)OC)C (methyl 2-bromopropionate). The solvent is C(C)O (ethanol). Yields the product C(C=C)NC(C(=O)OC)C (Methyl 2-allylaminopropionate). The yield is 60.1%. As a reaction SMILES: [CH2:1]([NH2:4])[CH:2]=[CH2:3].C(=O)(O)[O-].[Na+].Br[CH:11]([CH3:16])[C:12]([O:14][CH3:15])=[O:13].O>C(O)C>[CH2:1]([NH:4][CH:11]([CH3:16])[C:12]([O:14][CH3:15])=[O:13])[CH:2]=[CH2:3] |f:1.2|. Reported procedure: To a mixture of 10 g (0.18 mole) of allylamine, 10.8 g (0.2 mole) of sodium bicarbonate in 50 ml of ethanol is added 30 g (0.18 mole) of methyl 2-bromopropionate dropwise. The resulting mixture is heated under reflux for 5 hours. The reaction mixture is cooled, poured into water, and extracted with ether. The combined ether extracts are washed with water and dried over magnesium sulfate. The drying agent is filtered and the filtrate is concentrated under reduced pressure to give 15.5 g of a ligh... The reactants are N#CCCCl, NC(N)=S, O. Product: N#CCCSC(=N)N, Cl. As a reaction SMILES: [Cl:1][CH2:2][CH2:3][C:4]#[N:5].[NH2:6][C:7]([NH2:8])=[S:9].[OH2:10]>>[CH2:2]([CH2:3][C:4]#[N:5])[S:9][C:7](=[NH:6])[NH2:8].[ClH:1]. The reactants are OCCOC1=CC=C(C=O)C=C1 (4(2-hydroxyethoxy)benzaldehyde), [BH4-].[Na+] (sodium borohydride), NC1=C(C(=NN1)NC1=CC(=CC=C1)Cl)C#N (5-amino-3-((3-chlorophenyl)amino)-1H-pyrazole-4-carbonitrile), N1CCCCC1 (piperidine). Run in C(C)O (ethanol), CO (MeOH). Run at temperature 85 celsius, time 8 hour. Yields the product ClC=1C=C(C=CC1)NC1=NNC(=C1C#N)NCC1=CC=C(C=C1)OCCO (3-((3-chlorophenyl)amino)-5-((4-(2-hydroxyethoxy)benzyl)amino)-1H-pyrazole-4-carbonitrile). RXN SMILES: [NH2:1][C:2]1[NH:6][N:5]=[C:4]([NH:7][C:8]2[CH:13]=[CH:12][CH:11]=[C:10]([Cl:14])[CH:9]=2)[C:3]=1[C:15]#[N:16].[OH:17][CH2:18][CH2:19][O:20][C:21]1[CH:28]=[CH:27][C:24]([CH:25]=O)=[CH:23][CH:22]=1.N1CCCCC1.[BH4-].[Na+]>C(O)C.CO>[Cl:14][C:10]1[CH:9]=[C:8]([NH:7][C:4]2[C:3]([C:15]#[N:16])=[C:2]([NH:1][CH2:25][C:24]3[CH:23]=[CH:22][C:21]([O:20][CH2:19][CH2:18][OH:17])=[CH:28][CH:27]=3)[NH:6][N:5]=2)[CH:13]=[CH:12][CH:11]=1 |f:3.4|. Procedure details: Dissolved 5-amino-3-((3-chlorophenyl)amino)-1H-pyrazole-4-carbonitrile (58 mg) in 4 mL ethanol and added 0.250 mmol of 4(2-hydroxyethoxy)benzaldehyde followed by a single drop of piperidine. This solution was then heated to 85° C. for 17 hrs, then the ethanol was evaporated and the resulting product was scraped from the reaction vessels. The powder was then resuspended in 4 mL of MeOH and 3 eq. of sodium borohydride was added and left stirring overnight at room temperature. Then MeOH was then ev... The product is COC1=CC=C(C=C1)SCN1C(N=CC(=C1)Cl)=O (1-(4-Methoxyphenylsulphenyl)methyl-5-chloropyrimidin-2-one). Reported procedure: The title compound was prepared from 5-chloropyrimidin-2-one hydrochloride (10 mmol) and 1-chloroethylthio-4-methoxy benzene [see Preparation 1](10 mmol) in a manner similar to that described in Example 2. The reaction time was 2 h. Yield: 2.46 g (87%) of the N- and O-isomers in the ratio 7:5. The N-isomer was isolated by its lower solubility in methanol; m.p. 140° C. (MeOH). (Found C41.23; H4.00 Calc. for C12H11ClN2O2S: C50.97; H3.93) 1H NMR (DMSO-d6) 3.77 (OMe), 5.12 (CH2), 6.8-7.4 (Ph), 7.90 ... Reactants: ( 5/2,M ), Cl.ClC=1C=NC(NC1)=O (5-chloropyrimidin-2-one hydrochloride), ClC(C)SC1=CC=C(C=C1)OC (1-chloroethylthio-4-methoxy benzene), ( 100/33 ), [K+].[Br-] (KBr). RXN SMILES: Cl.[Cl:2][C:3]1[CH:4]=[N:5][C:6](=[O:9])[NH:7][CH:8]=1.Cl[CH:11]([S:13][C:14]1[CH:19]=[CH:18][C:17]([O:20][CH3:21])=[CH:16][CH:15]=1)C.[K+].[Br-]>CO>[CH3:21][O:20][C:17]1[CH:18]=[CH:19][C:14]([S:13][CH2:11][N:5]2[CH:4]=[C:3]([Cl:2])[CH:8]=[N:7][C:6]2=[O:9])=[CH:15][CH:16]=1 |f:0.1,3.4|. Run in CO (MeOH), CO (methanol). Run at time 2 hour. Reactants: ClC=1C=C(C=CC1)S(=O)(=O)NC=1C=C(C(=O)NC2=CC=C(C(=O)O)C=C2)C=CC1 (4-[3-(3-Chloro-benzenesulfonylamino)-benzoylamino]-benzoic acid), ClC=1C=C(C=CC1)S(=O)(=O)Cl (3-chloro-benzensulfonyl chloride). The product is C(C)OC(C1=CC=C(C=C1)NC(C1=CC(=CC=C1)NS(=O)(=O)C1=CC(=CC=C1)Cl)=O)=O (4-[3-(3-chloro-benzenesulfonylamino)-benzoylamino]-benzoic acid ethyl ester). As a reaction SMILES: [Cl:1][C:2]1[CH:3]=[C:4]([S:8]([NH:11][C:12]2[CH:13]=[C:14]([CH:27]=[CH:28][CH:29]=2)[C:15]([NH:17][C:18]2[CH:26]=[CH:25][C:21]([C:22]([OH:24])=[O:23])=[CH:20][CH:19]=2)=[O:16])(=[O:10])=[O:9])[CH:5]=[CH:6][CH:7]=1.Cl[C:31]1C=C(S(Cl)(=O)=O)C=C[CH:36]=1>>[CH2:31]([O:23][C:22](=[O:24])[C:21]1[CH:25]=[CH:26][C:18]([NH:17][C:15](=[O:16])[C:14]2[CH:27]=[CH:28][CH:29]=[C:12]([NH:11][S:8]([C:4]3[CH:5]=[CH:6][CH:7]=[C:2]([Cl:1])[CH:3]=3)(=[O:9])=[O:10])[CH:13]=2)=[CH:19][CH:20]=1)[CH3:36]. Procedure: 4-[3-(3-Chloro-benzenesulfonylamino)-benzoylamino]-benzoic acid, MS (ISP): m/e=429.2 (M−H), was prepared in analogy to example 1, steps A to D. Step C was performed using 3-chloro-benzensulfonyl chloride and yielded 4-[3-(3-chloro-benzenesulfonylamino)-benzoylamino]-benzoic acid ethyl ester, which was hydrolyzed in step D. Reactants: [BH4-], CCCC[Sn](Cl)(CCCC)CCCC, [Na+]. Yields the product CCCC[SnH](CCCC)CCCC. RXN SMILES: [BH4-:15].[CH2:1]([CH2:2][CH2:3][CH3:4])[Sn:5]([CH2:6][CH2:7][CH2:8][CH3:9])([CH2:10][CH2:11][CH2:12][CH3:13])[Cl:14].[Na+:16]>>[CH2:1]([CH2:2][CH2:3][CH3:4])[SnH:5]([CH2:6][CH2:7][CH2:8][CH3:9])[CH2:10][CH2:11][CH2:12][CH3:13]. Reactants: O=C(Cl)C(Br)CCCBr, Br, CCOC(C)=O, Nc1cc2c(cc1O)CCCC2, [Na+], O, O=C([O-])O. Yields the product O=C(Nc1cc2c(cc1O)CCCC2)C(Br)CCCBr. Reaction SMILES: [Br:20][CH:21]([C:22](=[O:23])[Cl:24])[CH2:25][CH2:26][CH2:27][Br:28].[BrH:1].[CH3:29][CH2:30][O:31][C:32](=[O:33])[CH3:34].[NH2:2][c:3]1[c:4]([OH:13])[cH:5][c:6]2[c:11]([cH:12]1)[CH2:10][CH2:9][CH2:8][CH2:7]2.[Na+:14].[OH2:19].[OH:15][C:16](=[O:17])[O-:18]>>[NH:2]([c:3]1[c:4]([OH:13])[cH:5][c:6]2[c:11]([cH:12]1)[CH2:10][CH2:9][CH2:8][CH2:7]2)[C:22]([CH:21]([Br:20])[CH2:25][CH2:26][CH2:27][Br:28])=[O:23].